This data is from the Open Reaction Database (ORD), a public repository of structured organic reaction records. The task is: describe an organic reaction: reactants, conditions, products, and yield The reactants are Cl (HCl), BrC=1C=CC(=NC1)C(=O)Cl (5-Bromo-pyridine-2-carbonyl chloride), ClC1=CC=C(N)C=C1 (p-chloroaniline), N1=CC=CC=C1 (pyridine). Reagents/catalysts: CN(C1=CC=NC=C1)C (4-dimethylamino-pyridine). Run in O (water), C(C)#N (acetonitrile). Reaction conditions: temperature 68 celsius, time 8 hour. Product: ClC1=CC=C(C=C1)NC(=O)C1=NC=C(C=C1)Br (5-Bromo-pyridine-2-carboxylic acid (4-chloro-phenyl)-amide). As a reaction SMILES: [Br:1][C:2]1[CH:3]=[CH:4][C:5]([C:8](Cl)=[O:9])=[N:6][CH:7]=1.[Cl:11][C:12]1[CH:18]=[CH:17][C:15]([NH2:16])=[CH:14][CH:13]=1.N1C=CC=CC=1.Cl>C(#N)C.CN(C)C1C=CN=CC=1.O>[Cl:11][C:12]1[CH:18]=[CH:17][C:15]([NH:16][C:8]([C:5]2[CH:4]=[CH:3][C:2]([Br:1])=[CH:7][N:6]=2)=[O:9])=[CH:14][CH:13]=1. Procedure details: To 5-Bromo-pyridine-2-carbonyl chloride (69, 0.76 g, 3.4 mmol) in acetonitrile (29.0 mL) were added p-chloroaniline (53, 0.702 g, 5.50 mmol), 4-dimethylamino-pyridine (0.12 g, 0.96 mmol) and pyridine (2.9 mL, 0.036 mol). The reaction was stirred at 68° C. overnight, then poured into water, acidified with 1N HCl to pH around 1 and extracted with ethyl acetate. The organic layer was dried over anhydrous sodium sulfate and filtered. The filtrate was concentrated and purified by silica gel column ch...